Dataset: the Open Reaction Database (ORD), a public repository of structured organic reaction records. Task: describe an organic reaction: reactants, conditions, products, and yield The reactants are CCCCBr, CC1CC(=O)NN=C1c1ccc2c(c1)C(C)(C)CC(=O)N2C, CN(C)C=O, O. Product: CCCCN1N=C(c2ccc3c(c2)C(C)(C)CC(=O)N3C)C(C)CC1=O. As a reaction SMILES: [CH2:28]([CH2:29][CH2:30][CH3:31])[Br:32].[CH3:1][CH:2]1[CH2:3][C:4](=[O:22])[NH:5][N:6]=[C:7]1[c:8]1[cH:9][c:10]2[c:15]([cH:16][cH:17]1)[N:14]([CH3:18])[C:13](=[O:19])[CH2:12][C:11]2([CH3:20])[CH3:21].[CH3:23][N:24]([CH3:25])[CH:26]=[O:27].[OH2:33]>>[CH3:1][CH:2]1[CH2:3][C:4](=[O:22])[N:5]([CH2:28][CH2:29][CH2:30][CH3:31])[N:6]=[C:7]1[c:8]1[cH:9][c:10]2[c:15]([cH:16][cH:17]1)[N:14]([CH3:18])[C:13](=[O:19])[CH2:12][C:11]2([CH3:20])[CH3:21]. Reactants: C([O-])(O)=O.[Na+] (sodium bicarbonate), C([O-])(O)=O.[Na+] (Sodium bicarbonate), NC1=NC=CN=C1OCC1=C(C=CC=C1)C (2-amino-3-(2-methylbenzyloxy)pyrazine), S(=O)(=O)(C)OC(C(C)=O)CC#C (3-mesyloxy-5-hexyn-2-one). Solvent: C(C)O (ethanol). Product: CC1=C(COC=2C=3N(C=CN2)C(=C(N3)C)CC#C)C=CC=C1 (8-(2-methylbenzyloxy)-3-(2-propynyl)-2-methylimidazo[1,2-a]pyrazine). The yield is 3.8%. As a reaction SMILES: C(=O)(O)[O-].[Na+].[NH2:6][C:7]1[C:12]([O:13][CH2:14][C:15]2[CH:20]=[CH:19][CH:18]=[CH:17][C:16]=2[CH3:21])=[N:11][CH:10]=[CH:9][N:8]=1.S(O[CH:27]([CH2:31][C:32]#[CH:33])[C:28](=O)[CH3:29])(C)(=O)=O>C(O)C>[CH3:21][C:16]1[CH:17]=[CH:18][CH:19]=[CH:20][C:15]=1[CH2:14][O:13][C:12]1[C:7]2[N:8]([C:27]([CH2:31][C:32]#[CH:33])=[C:28]([CH3:29])[N:6]=2)[CH:9]=[CH:10][N:11]=1 |f:0.1|. Procedure: Sodium bicarbonate (2.73 g) was added to a solution of 2-amino-3-(2-methylbenzyloxy)pyrazine (3.5 g) and 3-mesyloxy-5-hexyn-2-one (6.18 g) in ethanol (35 ml) and the mixture was refluxed for 12 hours. The mixture was poured into an aqueous solution of sodium bicarbonate and extracted with chloroform. The extract was washed with water, dried over magnesium sulfate, and evaporated in vacuo. The residue was purified by column chromatography on silica gel (200 g) with a mixture of chloroform and met... Product: CN(C1=C(C=C(C(=O)OC)C=C1)OC)C(C1=C(C=CC=C1)OCC1=CC=CC=C1)=O (methyl 4-(N-methyl-2-benzyloxybenzoylamino)-3-methoxybenzoate). Reaction conditions: temperature 0 celsius, time 1 hour. Reaction SMILES: [H-].[Na+].[CH2:3]([O:10][C:11]1[CH:31]=[CH:30][CH:29]=[CH:28][C:12]=1[C:13]([NH:15][C:16]1[CH:25]=[CH:24][C:19]([C:20]([O:22][CH3:23])=[O:21])=[CH:18][C:17]=1[O:26][CH3:27])=[O:14])[C:4]1[CH:9]=[CH:8][CH:7]=[CH:6][CH:5]=1.[CH3:32]I>CN(C)C=O>[CH3:32][N:15]([C:13](=[O:14])[C:12]1[CH:28]=[CH:29][CH:30]=[CH:31][C:11]=1[O:10][CH2:3][C:4]1[CH:5]=[CH:6][CH:7]=[CH:8][CH:9]=1)[C:16]1[CH:25]=[CH:24][C:19]([C:20]([O:22][CH3:23])=[O:21])=[CH:18][C:17]=1[O:26][CH3:27] |f:0.1|. Reactants: C(C1=CC=CC=C1)OC1=C(C(=O)NC2=C(C=C(C(=O)OC)C=C2)OC)C=CC=C1 (methyl 4-(2-benzyloxybenzoyl)amino-3-methoxybenzoate), [H-].[Na+] (sodium hydride), CI (Methyl iodide). Procedure details: To a suspension of sodium hydride (60% oil suspension, 88.3 mg) in N,N-dimethylformamide (6 ml) was added a solution of methyl 4-(2-benzyloxybenzoyl)amino-3-methoxybenzoate (600 mg) in N,N-dimethylformamide (4 ml) and the mixture was stirred at 0° C. for 1 hour. Methyl iodide (0.14 ml) was added dropwise to the above solution and the mixture was stirred at 0° C. for 30 minutes. The reaction temperature was raised to ambient temperature over 30 minutes and the reaction was quenched with 1 N hydro... Run in CN(C=O)C (N,N-dimethylformamide), CN(C=O)C (N,N-dimethylformamide). Starting materials: C(CCCCCCCCCCCCC)OC=1C2=CC3=C(SC=C3)C(=C2C=C2C1SC=C2)OCCCCCCCCCCCCCC (5,10-Ditetradecyloxynaphtho[2,3-b:6,7-b′]dithiophene), O (water), C(CCC)[Li] (n-Butyllithium), C[Sn](C)(C)Cl (trimethylstannyl chloride). Run in C1CCOC1 (THF). Run at temperature -78 celsius, time 30 minute. The product is C[Sn](C1=CC2=C(S1)C(=C1C=C3C(SC(=C3)[Sn](C)(C)C)=C(C1=C2)OCCCCCCCCCCCCCC)OCCCCCCCCCCCCCC)(C)C (2,7-Bis(trimethylstannyl)-5,10-ditetradecyloxynaphtho[2,3-b:6,7-b′]dithiophene). The yield is 86.0%. Reaction SMILES: [CH2:1]([O:15][C:16]1[C:17]2[C:25]([CH:26]=[C:27]3[CH:31]=[CH:30][S:29][C:28]=13)=[C:24]([O:32][CH2:33][CH2:34][CH2:35][CH2:36][CH2:37][CH2:38][CH2:39][CH2:40][CH2:41][CH2:42][CH2:43][CH2:44][CH2:45][CH3:46])[C:20]1[S:21][CH:22]=[CH:23][C:19]=1[CH:18]=2)[CH2:2][CH2:3][CH2:4][CH2:5][CH2:6][CH2:7][CH2:8][CH2:9][CH2:10][CH2:11][CH2:12][CH2:13][CH3:14].C([Li])CCC.[CH3:52][Sn:53](Cl)([CH3:55])[CH3:54].O>C1COCC1>[CH3:52][Sn:53]([CH3:55])([CH3:54])[C:22]1[S:21][C:20]2[C:24]([O:32][CH2:33][CH2:34][CH2:35][CH2:36][CH2:37][CH2:38][CH2:39][CH2:40][CH2:41][CH2:42][CH2:43][CH2:44][CH2:45][CH3:46])=[C:25]3[C:17](=[CH:18][C:19]=2[CH:23]=1)[C:16]([O:15][CH2:1][CH2:2][CH2:3][CH2:4][CH2:5][CH2:6][CH2:7][CH2:8][CH2:9][CH2:10][CH2:11][CH2:12][CH2:13][CH3:14])=[C:28]1[S:29][C:30]([Sn:53]([CH3:55])([CH3:54])[CH3:52])=[CH:31][C:27]1=[CH:26]3. Procedure details: Compound (4b) (0.500 g, 0.752 mmol) was solubilized in anhydrous THF (40 mL) and cooled at −78° C. under N2. n-Butyllithium (0.75 mL, 2.5M) was then added and the stirring was continued for 30 minutes at this temperature and then 30 minutes at room temperature. The reaction mixture was cooled to −78° C. again before adding trimethylstannyl chloride (1.9 mL, 1.0M). The reaction was warmed up to room temperature and stirred overnight. The reaction was stopped by adding water, and the mixture was e...